Dataset: the Open Reaction Database (ORD), a public repository of structured organic reaction records. Task: describe an organic reaction: reactants, conditions, products, and yield Starting materials: C1(CCCC1)=C1C(CCC1)=O (2-Cyclopentylidene-cyclopentanone), [BH4-].[Na+] (sodium borohydride). Solvent: CO (methanol). Conditions: time 8 hour. Product: C1(CCCC1)=C1C(CCC1)O (2-cyclopentylidene-cyclopentanol). The yield is 106.1%. Reaction SMILES: [C:1]1(=[C:6]2[CH2:10][CH2:9][CH2:8][C:7]2=[O:11])[CH2:5][CH2:4][CH2:3][CH2:2]1.[BH4-].[Na+]>CO>[C:1]1(=[C:6]2[CH2:10][CH2:9][CH2:8][CH:7]2[OH:11])[CH2:2][CH2:3][CH2:4][CH2:5]1 |f:1.2|. Procedure details: A 2 liter round bottom flask, fitted with a mechanical stirrer, a reflux condenser and a thermometer, was charged with 412.4 g (2.75 mol) of 2-Cyclopentylidene-cyclopentanone and 500 ml methanol. The mixture was stirred until homogeneous at room temperature and then 40 g of sodium borohydride was added in small portions over a period of 1.5 hour. The reaction mixture was thereafter stirred for another 4 hours. During addition as well as thereafter the temperature was kept below 40° C. by cooling... Run in hexanes, hexanes, C1CCOC1 (THF). Procedure: To a solution of 5′-O-t-butyldimethylsilylthymidine (1, 21.36 g, 60 mmol, prepared according to the procedure of Nair, et al., Org. Prep. Procedures Int. 1990, 22, 57 in dry THF (750 ml)), triphenylphosphine (17.28 g, 66 mmol) and N-hydroxyphthalimide (10.74 g, 66 mmol) were added. The solution was cooled to 0° C. and diisoprbpylazodicarboxylate (15.15 g, 75 mmol) was added dropwise over a period of 3 hr while stirring under nitrogen. The reaction mixture was then stirred at room temperature for... Reaction conditions: temperature 0 celsius. The product is C1(C=2C(C(N1OC[C@@H]1[C@H](C[C@@H](O1)N1C(=O)NC(=O)C=C1)O)=O)=CC=CC2)=O (2′-deoxy-5′-O-phthalimidouridine). Isolated yield 62.0%. The reactants are CCOCC (Et2O), CCOCC (Et2O), [Si](C)(C)(C(C)(C)C)OC[C@@H]1[C@H](C[C@@H](O1)N1C(=O)NC(=O)C(C)=C1)O (5′-O-t-butyldimethylsilylthymidine), C1(=CC=CC=C1)P(C1=CC=CC=C1)C1=CC=CC=C1 (triphenylphosphine), ON1C(C=2C(C1=O)=CC=CC2)=O (N-hydroxyphthalimide). As a reaction SMILES: [Si]([O:8][CH2:9][C@H:10]1[O:14][C@@H:13]([N:15]2[CH:23]=[C:21](C)[C:19](=[O:20])[NH:18][C:16]2=[O:17])[CH2:12][C@@H:11]1[OH:24])(C(C)(C)C)(C)C.C1(P(C2C=CC=CC=2)C2C=CC=CC=2)C=CC=CC=1.O[N:45]1[C:49](=[O:50])[C:48]2=[CH:51][CH:52]=[CH:53][CH:54]=[C:47]2[C:46]1=[O:55].CCOCC>C1COCC1>[C:49]1(=[O:50])[N:45]([O:8][CH2:9][C@H:10]2[O:14][C@@H:13]([N:15]3[CH:23]=[CH:21][C:19](=[O:20])[NH:18][C:16]3=[O:17])[CH2:12][C@@H:11]2[OH:24])[C:46](=[O:55])[C:47]2=[CH:54][CH:53]=[CH:52][CH:51]=[C:48]12. Reactants: CCOC(=O)CCC(=O)c1cnc2c(OC)cccc2c1O, O=P(Cl)(Cl)Cl. Product: CCOC(=O)CCC(=O)c1cnc2c(OC)cccc2c1Cl. Reaction SMILES: [CH2:1]([CH3:2])[O:3][C:4](=[O:5])[CH2:6][CH2:7][C:8](=[O:9])[c:10]1[cH:11][n:12][c:13]2[c:14]([O:21][CH3:22])[cH:15][cH:16][cH:17][c:18]2[c:19]1[OH:20].[P:23]([Cl:24])([Cl:25])([Cl:26])=[O:27]>>[CH2:1]([CH3:2])[O:3][C:4](=[O:5])[CH2:6][CH2:7][C:8](=[O:9])[c:10]1[cH:11][n:12][c:13]2[c:14]([O:21][CH3:22])[cH:15][cH:16][cH:17][c:18]2[c:19]1[Cl:25]. Starting materials: ClCCl, O=C1OC(=O)C2CCC1C2, NCCCCN1CCN(c2cccc(Cl)c2)CC1, O, Cc1ccccc1C. The product is O=C1C2CCC(C2)C(=O)N1CCCCN1CCN(c2cccc(Cl)c2)CC1. As a reaction SMILES: [CH2:29]([Cl:30])[Cl:31].[CH:1]12[CH2:2][CH:3]([CH2:4][CH2:5]1)[C:6](=[O:7])[O:8][C:9]2=[O:10].[NH2:11][CH2:12][CH2:13][CH2:14][CH2:15][N:16]1[CH2:17][CH2:18][N:19]([c:22]2[cH:23][c:24]([Cl:28])[cH:25][cH:26][cH:27]2)[CH2:20][CH2:21]1.[OH2:40].[c:32]1([CH3:33])[c:34]([CH3:35])[cH:36][cH:37][cH:38][cH:39]1>>[CH:1]12[CH2:2][CH:3]([CH2:4][CH2:5]1)[C:6](=[O:8])[N:11]([CH2:12][CH2:13][CH2:14][CH2:15][N:16]1[CH2:17][CH2:18][N:19]([c:22]3[cH:23][c:24]([Cl:28])[cH:25][cH:26][cH:27]3)[CH2:20][CH2:21]1)[C:9]2=[O:10]. Starting materials: Cl.NCCS (Cysteamine hydrochloride), [Na+].[Cl-] (NaCl), C(C)(=O)OC(C)=O (acetic anhydride), NCCS (cysteamine), [OH-].[K+] (KOH), C(C)(=O)OC(C)=O (acetic anhydride), Cl (HCl), [OH-].[K+] (KOH), C(C)(=O)OC(C)=O (Acetic anhydride), [OH-].[K+] (KOH). Solvent: O (Water). Reaction conditions: time 75 minute. Yields the product C(C)(=O)NCCSC(C)=O (N,S-diacetylcysteamine). The yield is 97.0%. RXN SMILES: Cl.[NH2:2][CH2:3][CH2:4][SH:5].[OH-:6].[K+].[C:8](OC(=O)C)(=[O:10])[CH3:9].N[CH2:16][CH2:17]S.Cl.[Na+].[Cl-]>O>[C:8]([NH:2][CH2:3][CH2:4][S:5][C:16](=[O:6])[CH3:17])(=[O:10])[CH3:9] |f:0.1,2.3,7.8|. Reported procedure: Cysteamine hydrochloride (50.0 g) is added to a 1 L 3-neck round bottom flask fitted with a magnetic stir bar, 2 addition funnels, and a pH electrode. Water (300 mL) is added, and the stirred solution is cooled on ice. The pH is adjusted to 8.0 by addition of 8 N KOH. Acetic anhydride (125 mL) is placed in one addition funnel, and 8N KOH (350 mL) is placed in the other addition funnel. The acetic anhydride is added dropwise to the cysteamine solution, with 8 N KOH being added so as to keep the r... Reactants: [Si](C)(C)(C(C)(C)C)OCC1OCCN(C1)C=1C(=C(C=C(C1)C#N)NC1=NN2C(C(=N1)N(CC1=CC=C(C=C1)OC)C1CC1)=NC=C2C#N)Cl ((+/−)-2-((3-(2-(((tert-butyldimethylsilyl)oxy)methyl)morpholino)-2-chloro-5-cyanophenyl)amino)-4-(cyclopropyl(4-methoxybenzyl)amino)imidazo[2,1-f][1,2,4]triazine-7-carbonitrile), [Cl-].[NH4+] (ammonium chloride), C(C)(=O)OCC (ethyl acetate), CCCC[N+](CCCC)(CCCC)CCCC.[F-] (TBAF). The solvent is C1CCOC1 (THF). Conditions: time 2.5 hour. The product is ClC1=C(C=C(C=C1N1CC(OCC1)CO)C#N)NC1=NN2C(C(=N1)N(CC1=CC=C(C=C1)OC)C1CC1)=NC=C2C#N ((+/−)-2-((2-Chloro-5-cyano-3-(2-(hydroxymethyl)morpholino)phenyl)amino)-4-(cyclopropyl(4-methoxybenzyl)amino)imidazo[2,1-f][1,2,4]triazine-7-carbonitrile). Isolated yield 70.2%. Reaction SMILES: [Si]([O:8][CH2:9][CH:10]1[CH2:15][N:14]([C:16]2[C:17]([Cl:49])=[C:18]([NH:24][C:25]3[N:30]=[C:29]([N:31]([CH:41]4[CH2:43][CH2:42]4)[CH2:32][C:33]4[CH:38]=[CH:37][C:36]([O:39][CH3:40])=[CH:35][CH:34]=4)[C:28]4=[N:44][CH:45]=[C:46]([C:47]#[N:48])[N:27]4[N:26]=3)[CH:19]=[C:20]([C:22]#[N:23])[CH:21]=2)[CH2:13][CH2:12][O:11]1)(C(C)(C)C)(C)C.CCCC[N+](CCCC)(CCCC)CCCC.[F-].[Cl-].[NH4+].C(OCC)(=O)C>C1COCC1>[Cl:49][C:17]1[C:16]([N:14]2[CH2:13][CH2:12][O:11][CH:10]([CH2:9][OH:8])[CH2:15]2)=[CH:21][C:20]([C:22]#[N:23])=[CH:19][C:18]=1[NH:24][C:25]1[N:30]=[C:29]([N:31]([CH:41]2[CH2:43][CH2:42]2)[CH2:32][C:33]2[CH:34]=[CH:35][C:36]([O:39][CH3:40])=[CH:37][CH:38]=2)[C:28]2=[N:44][CH:45]=[C:46]([C:47]#[N:48])[N:27]2[N:26]=1 |f:1.2,3.4|. Procedure details: To around bottom flask charged with (+/−)-2-((3-(2-(((tert-butyldimethylsilyl)oxy)methyl)morpholino)-2-chloro-5-cyanophenyl)amino)-4-(cyclopropyl(4-methoxybenzyl)amino)imidazo[2,1-f][1,2,4]triazine-7-carbonitrile (1.576 g, 2.251 mmol) in THF (11.26 ml) was added TBAF (3.38 ml, 3.38 mmol). The reaction mixture was stirred at room temperature 2.5 h. The reaction mixture was poured into a separatory funnel containing 1:1 saturated aqueous ammonium chloride and ethyl acetate. The aqueous layer was e...